From a dataset of the Open Reaction Database (ORD), a public repository of structured organic reaction records. describe an organic reaction: reactants, conditions, products, and yield Reactants: CCCC(=O)Nc1cccc(N)c1, CCC(=O)Nc1cccc(N)c1, Nc1cccc(NC(=O)c2ccccc2)c1. The product is COc1cccc(N)c1. As a reaction SMILES: [C:13]([NH:14][c:15]1[cH:16][c:18]([NH2:22])[cH:19][cH:20][cH:21]1)(=[O:17])[CH2:23][CH2:24][CH3:25].[C:1]([NH:2][c:6]1[cH:7][c:8]([NH2:9])[cH:10][cH:11][cH:12]1)(=[O:3])[CH2:4][CH3:5].[C:26]([NH:27][c:28]1[cH:29][c:30]([NH2:34])[cH:31][cH:32][cH:33]1)(=[O:35])[c:36]1[cH:37][cH:38][cH:39][cH:40][cH:41]1>>[c:6]1([O:17][CH3:13])[cH:7][c:8]([NH2:9])[cH:10][cH:11][cH:12]1. Reactants: CC(C)(C)OC(=O)N1CCC2OC2C1, Cl, [K], CN(C)C=O, O=Cc1cc(I)ccc1O. The product is CC(C)(C)OC(=O)N1CCC(Oc2ccc(I)cc2C=O)C(O)C1. As a reaction SMILES: [C:11]([CH3:12])([CH3:13])([CH3:14])[O:15][C:16](=[O:17])[N:18]1[CH2:19][CH:20]2[O:21][CH:22]2[CH2:23][CH2:24]1.[ClH:25].[K:31].[O:26]=[CH:27][N:28]([CH3:29])[CH3:30].[OH:1][c:2]1[c:3]([CH:4]=[O:5])[cH:6][c:7]([I:10])[cH:8][cH:9]1>>[O:1]([c:2]1[c:3]([CH:4]=[O:5])[cH:6][c:7]([I:10])[cH:8][cH:9]1)[CH:22]1[CH:20]([OH:21])[CH2:19][N:18]([C:16]([O:15][C:11]([CH3:12])([CH3:13])[CH3:14])=[O:17])[CH2:24][CH2:23]1. The reactants are ClC1=C(C(=CC=C1)Cl)C1=NN(C(N1)=O)C1=CC(=C(C(=O)OC)C=C1)OC (methyl 4-(3-(2,6-dichlorophenyl)-5-oxo-4,5-dihydro-1H-1,2,4-triazol-1-yl)-2-methoxybenzoate), NC=1C=C(CNC(=O)C2CC2)C=CC1Cl (N-(3-amino-4-chlorobenzyl)cyclopropanecarboxamide), C[Al](C)C (trimethyl aluminium). The solvent is C1(=CC=CC=C1)C (toluene). Yields the product ClC1=C(C=C(C=C1)CNC(=O)C1CC1)NC(C1=C(C=C(C=C1)N1N=C(NC1=O)C1=C(C=CC=C1Cl)Cl)OC)=O (N-(2-Chloro-5-(cyclopropanecarboxamidomethyl)phenyl)-4-(3-(2,6-dichlorophenyl)-5-oxo-4,5-dihydro-1H-1,2,4-triazol-1-yl)-2-methoxybenzamide). Isolated yield 13.6%. Reaction SMILES: [Cl:1][C:2]1[CH:7]=[CH:6][CH:5]=[C:4]([Cl:8])[C:3]=1[C:9]1[NH:13][C:12](=[O:14])[N:11]([C:15]2[CH:24]=[CH:23][C:18]([C:19](OC)=[O:20])=[C:17]([O:25][CH3:26])[CH:16]=2)[N:10]=1.[NH2:27][C:28]1[CH:29]=[C:30]([CH:38]=[CH:39][C:40]=1[Cl:41])[CH2:31][NH:32][C:33]([CH:35]1[CH2:37][CH2:36]1)=[O:34].C[Al](C)C>C1(C)C=CC=CC=1>[Cl:41][C:40]1[CH:39]=[CH:38][C:30]([CH2:31][NH:32][C:33]([CH:35]2[CH2:36][CH2:37]2)=[O:34])=[CH:29][C:28]=1[NH:27][C:19](=[O:20])[C:18]1[CH:23]=[CH:24][C:15]([N:11]2[C:12](=[O:14])[NH:13][C:9]([C:3]3[C:4]([Cl:8])=[CH:5][CH:6]=[CH:7][C:2]=3[Cl:1])=[N:10]2)=[CH:16][C:17]=1[O:25][CH3:26]. Procedure details: The title compound was prepared by following the procedure as described for Example-31 by using methyl 4-(3-(2,6-dichlorophenyl)-5-oxo-4,5-dihydro-1H-1,2,4-triazol-1-yl)-2-methoxybenzoate (Intermediate-21, 0.100 g, 0.25 mmol), N-(3-amino-4-chlorobenzyl)cyclopropanecarboxamide (intermediate-36, 0.085 g, 0.38 mmol), trimethyl aluminium (2M solution in toluene) (1 ml) and dry toluene (5.0 mL) to afford 0.020 g of desired product. 1H NMR (300 MHz, DMSO d6): δ 0.68 (d, J=8.1 Hz, 4H), 1.61 (m, 1H), 4.... Starting materials: CN(C)C=O, CS(=O)(=O)OCCCc1ccc(OCc2coc(C=Cc3ccccc3)n2)cc1, [H-], [Na+], O, c1c[nH]cn1. Yields the product C(=Cc1nc(COc2ccc(CCCn3ccnc3)cc2)co1)c1ccccc1. RXN SMILES: [CH3:37][N:38]([CH3:39])[CH:40]=[O:41].[CH3:8][S:9]([O:10][CH2:13][CH2:14][CH2:15][c:16]1[cH:17][cH:18][c:19]([O:22][CH2:23][c:24]2[n:25][c:26]([CH:29]=[CH:30][c:31]3[cH:32][cH:33][cH:34][cH:35][cH:36]3)[o:27][cH:28]2)[cH:20][cH:21]1)(=[O:11])=[O:12].[H-:6].[Na+:7].[OH2:42].[nH:1]1[cH:2][n:3][cH:4][cH:5]1>>[n:1]1([CH2:13][CH2:14][CH2:15][c:16]2[cH:17][cH:18][c:19]([O:22][CH2:23][c:24]3[n:25][c:26]([CH:29]=[CH:30][c:31]4[cH:32][cH:33][cH:34][cH:35][cH:36]4)[o:27][cH:28]3)[cH:20][cH:21]2)[cH:2][n:3][cH:4][cH:5]1. Starting materials: NC1CCCC1, C1CCOC1, O=C(Nc1ccnnc1)Oc1ccccc1. Product: O=C(Nc1ccnnc1)NC1CCCC1. As a reaction SMILES: [CH:17]1([NH2:22])[CH2:18][CH2:19][CH2:20][CH2:21]1.[O:23]1[CH2:24][CH2:25][CH2:26][CH2:27]1.[n:1]1[n:2][cH:3][c:4]([NH:7][C:8]([O:9][c:10]2[cH:11][cH:12][cH:13][cH:14][cH:15]2)=[O:16])[cH:5][cH:6]1>>[n:1]1[n:2][cH:3][c:4]([NH:7][C:8](=[O:16])[NH:22][CH:17]2[CH2:18][CH2:19][CH2:20][CH2:21]2)[cH:5][cH:6]1. Reactants: BrCCC1(OCCC=2N=C(SC21)C2=CC=CC=C2)C (4-(2-bromoethyl)-6,7-dihydro-4-methyl-2-phenyl-4H-pyrano[ 4,3-d]thiazole), CN (methylamine), CN (methylamine). Run in O1CCCC1 (tetrahydrofuran). Conditions: time 8 hour. The product is CNCCC1(OCCC=2N=C(SC21)C2=CC=CC=C2)C (4-[2-(Methylamino)ethyl]-6,7-dihydro-4-methyl-2-phenyl-4H-pyrano[ 4,3-d] thiazole). As a reaction SMILES: Br[CH2:2][CH2:3][C:4]1([CH3:19])[C:12]2[S:11][C:10]([C:13]3[CH:18]=[CH:17][CH:16]=[CH:15][CH:14]=3)=[N:9][C:8]=2[CH2:7][CH2:6][O:5]1.[CH3:20][NH2:21]>O1CCCC1>[CH3:20][NH:21][CH2:2][CH2:3][C:4]1([CH3:19])[C:12]2[S:11][C:10]([C:13]3[CH:18]=[CH:17][CH:16]=[CH:15][CH:14]=3)=[N:9][C:8]=2[CH2:7][CH2:6][O:5]1. Reported procedure: To a solution of 4-(2-bromoethyl)-6,7-dihydro-4-methyl-2-phenyl-4H-pyrano[ 4,3-d]thiazole (3.14 g, 9.28 mmoles, described above) in dry tetrahydrofuran (50 ml), methylamine gas is slowly added during one hr. After standing overnight additional methylamine gas is introduced and the solution is allowed to stand for 24 hr. After evaporation under reduced pressure the residue is taken up in aqueous sodium bicarbonate solution and extracted with chloroform. The organic extract is washed with water, d...